From a dataset of the Open Reaction Database (ORD), a public repository of structured organic reaction records. describe an organic reaction: reactants, conditions, products, and yield Starting materials: C(C)(=O)C=1N(C=CN1)C (2-acetyl-1-methylimidazole), Br.BrCC(=O)C1=NC=CC(=C1)C (2-bromoacetyl-4-methylpyridine hydrobromide). The product is Br.BrCC(=O)C=1N(C=CN1)C (2-bromoacetyl-1-methylimidazole hydrobromide). RXN SMILES: [C:1]([C:4]1[N:5]([CH3:9])[CH:6]=[CH:7][N:8]=1)(=[O:3])[CH3:2].[BrH:10].[Br:11]CC(C1C=C(C)C=CN=1)=O>>[BrH:11].[Br:10][CH2:2][C:1]([C:4]1[N:5]([CH3:9])[CH:6]=[CH:7][N:8]=1)=[O:3] |f:1.2,3.4|. Reported procedure: * 2-bromoacetyl-1-methylimidazole hydrobromide was prepared from 2-acetyl-1-methylimidazole according to the procedure for preparing 2-bromoacetyl-4-methylpyridine hydrobromide described in step 2 of Example 31. Starting materials: N1CCCC2=CC=CC=C12 (1,2,3,4-tetrahydroquinoline), BrCCCCCCO (6-bromohexanol), C([O-])([O-])=O.[K+].[K+] (potassium carbonate). The solvent is C1(=CC=CC=C1)C (toluene). Product: OCCCCCCN1CCCC2=CC=CC=C12 (N-Hydroxyhexyl-1,2,3,4-tetrahydroquinoline). As a reaction SMILES: [NH:1]1[C:10]2[C:5](=[CH:6][CH:7]=[CH:8][CH:9]=2)[CH2:4][CH2:3][CH2:2]1.Br[CH2:12][CH2:13][CH2:14][CH2:15][CH2:16][CH2:17][OH:18].C(=O)([O-])[O-].[K+].[K+]>C1(C)C=CC=CC=1>[OH:18][CH2:17][CH2:16][CH2:15][CH2:14][CH2:13][CH2:12][N:1]1[C:10]2[C:5](=[CH:6][CH:7]=[CH:8][CH:9]=2)[CH2:4][CH2:3][CH2:2]1 |f:2.3.4|. Procedure details: A stirred solution of 133.2 g (1 mole) of 1,2,3,4-tetrahydroquinoline, 181.1 g (1 mole) of 6-bromohexanol, and 138.2 g (1 mole) of potassium carbonate in toluene is heated at 80° C. for 3 hours. The solution is cooled to room temperature, and the solids are removed by filtration. The solvent is removed in vacuo, and the N-hydroxyhexyltetrahydroquinoline is purified by chromatography (silica gel, hexane:ethyl acetate). The reactants are S1C2=C(C(=C1)B(O)O)C=CC=C2 (Benzo[b]thiophen-3-ylboronic acid), NC1=CC=CC=C1 (aniline), O.O=CC(=O)O (2-oxoacetic acid hydrate). The solvent is C(C)#N (acetonitrile). Run at temperature 100 celsius, time 1 hour. The product is S1C2=C(C(=C1)C(C(=O)O)NC1=CC=CC=C1)C=CC=C2 (2-(benzo[b]thiophen-3-yl)-2-(phenylamino)acetic acid). The yield is 48.0%. As a reaction SMILES: [S:1]1[CH:5]=[C:4](B(O)O)[C:3]2[CH:9]=[CH:10][CH:11]=[CH:12][C:2]1=2.[NH2:13][C:14]1[CH:19]=[CH:18][CH:17]=[CH:16][CH:15]=1.O.O=[CH:22][C:23]([OH:25])=[O:24]>C(#N)C>[S:1]1[CH:5]=[C:4]([CH:22]([NH:13][C:14]2[CH:19]=[CH:18][CH:17]=[CH:16][CH:15]=2)[C:23]([OH:25])=[O:24])[C:3]2[CH:9]=[CH:10][CH:11]=[CH:12][C:2]1=2 |f:2.3|. Procedure: Benzo[b]thiophen-3-ylboronic acid (387 mg, 2.17 mmol), aniline (202 mg, 2.17 mmol), and 2-oxoacetic acid hydrate (200 mg, 2.17 mmol) were dissolved in acetonitrile (12 ml) and then stirred at 100° C. under microwave irradiation for 1 hour. The solvent was evaporated, and the residue was dissolved in EtOAc and washed with sat.NaHCO3. 2N HCl was added to the aqueous phase until pH was about 7, and the product was extracted with EtOAc. The organic phase was dried with Na2SO4, filtered and evaporate... Starting materials: ClC1=CC=C(C=C1)C=1NC(=CC1)SC(F)(F)F (2-(p-chlorophenyl)-5-[(trifluoromethyl)thio]pyrrole), [N+](=O)(O)[O-] (nitric acid), ice water. Run in C(C)(=O)O (acetic acid). Reaction conditions: time 2 hour. The product is ethyl acetate hexanes, ClC1=CC=C(C=C1)C=1NC(=CC1[N+](=O)[O-])SC(F)(F)F (2-(p-chlorophenyl)-3-nitro-5-[(trifluoromethyl)thio]pyrrole), ClC1=CC=C(C=C1)C1=CC(=C(N1)SC(F)(F)F)[N+](=O)[O-] (5-(p-chlorophenyl)-3-nitro-2-[(trifluoromethyl)thio]pyrrole). As a reaction SMILES: [Cl:1][C:2]1[CH:7]=[CH:6][C:5]([C:8]2[NH:9][C:10]([S:13][C:14]([F:17])([F:16])[F:15])=[CH:11][CH:12]=2)=[CH:4][CH:3]=1.[N+:18]([O-:21])([OH:20])=[O:19]>C(O)(=O)C>[Cl:1][C:2]1[CH:3]=[CH:4][C:5]([C:8]2[NH:9][C:10]([S:13][C:14]([F:15])([F:17])[F:16])=[CH:11][C:12]=2[N+:18]([O-:20])=[O:19])=[CH:6][CH:7]=1.[Cl:1][C:2]1[CH:3]=[CH:4][C:5]([C:8]2[NH:9][C:10]([S:13][C:14]([F:16])([F:15])[F:17])=[C:11]([N+:18]([O-:21])=[O:19])[CH:12]=2)=[CH:6][CH:7]=1. Reported procedure: A solution of 2-(p-chlorophenyl)-5-[(trifluoromethyl)thio]pyrrole (1.0 g, 0.0036 mol) in acetic acid is cooled with an ice bath, treated with nitric acid (0.24 g, 0.00378 mol), stirred for two hours, poured into ice-water and stirred for one hour. The aqueous solution is filtered and the filter cake is washed with water and dried in a vacuum dessicator to obtain a tan solid. Flash chromatography of the solid using silica gel and a 1:10 ethyl acetate/hexanes solution gives 2-(p-chlorophenyl)-3-ni... Starting materials: Cc1nnc(Sc2nc3cc(Cl)c(Cl)cc3nc2C(C)C)s1, ClCCl, O=C(OO)c1cccc(Cl)c1. The product is Cc1nnc(S(=O)c2nc3cc(Cl)c(Cl)cc3nc2C(C)C)s1. Reaction SMILES: [Cl:1][c:2]1[cH:3][c:4]2[n:5][c:6]([S:16][c:17]3[s:18][c:19]([CH3:22])[n:20][n:21]3)[c:7]([CH:13]([CH3:14])[CH3:15])[n:8][c:9]2[cH:10][c:11]1[Cl:12].[Cl:34][CH2:35][Cl:36].[OH:23][O:24][C:25]([c:26]1[cH:27][c:28]([Cl:29])[cH:30][cH:31][cH:32]1)=[O:33]>>[Cl:1][c:2]1[cH:3][c:4]2[n:5][c:6]([S:16]([c:17]3[s:18][c:19]([CH3:22])[n:20][n:21]3)=[O:23])[c:7]([CH:13]([CH3:14])[CH3:15])[n:8][c:9]2[cH:10][c:11]1[Cl:12].